From a dataset of the Open Reaction Database (ORD), a public repository of structured organic reaction records. describe an organic reaction: reactants, conditions, products, and yield The reactants are ClC1=C(C(=O)C2=C(SC(=C2)CC)N2N=NN=C2CNC(=O)C=2N(C3=CC=CC=C3C2)CC(=O)OCC)C=CC=C1 (Ethyl 2-(1-(3-(2-chlorobenzoyl)-5-ethylthiophen-2-yl)-1,2,3,4-tetrazol-5-ylmethylcarbamoyl)indole-1-acetate), [OH-].[Na+] (sodium hydroxide). The product is ClC1=C(C(=O)C2=C(SC(=C2)CC)N2N=NN=C2CNC(=O)C=2N(C3=CC=CC=C3C2)CC(=O)O)C=CC=C1 (2-(1-(3-(2-chlorobenzoyl)-5-ethylthiophen-2-yl)-1,2,3,4-tetrazol-5-ylmethylcarbamoyl)indole-1-acetic acid). Reaction SMILES: [Cl:1][C:2]1[CH:40]=[CH:39][CH:38]=[CH:37][C:3]=1[C:4]([C:6]1[CH:10]=[C:9]([CH2:11][CH3:12])[S:8][C:7]=1[N:13]1[C:17]([CH2:18][NH:19][C:20]([C:22]2[N:23]([CH2:31][C:32]([O:34]CC)=[O:33])[C:24]3[C:29]([CH:30]=2)=[CH:28][CH:27]=[CH:26][CH:25]=3)=[O:21])=[N:16][N:15]=[N:14]1)=[O:5].[OH-].[Na+]>>[Cl:1][C:2]1[CH:40]=[CH:39][CH:38]=[CH:37][C:3]=1[C:4]([C:6]1[CH:10]=[C:9]([CH2:11][CH3:12])[S:8][C:7]=1[N:13]1[C:17]([CH2:18][NH:19][C:20]([C:22]2[N:23]([CH2:31][C:32]([OH:34])=[O:33])[C:24]3[C:29]([CH:30]=2)=[CH:28][CH:27]=[CH:26][CH:25]=3)=[O:21])=[N:16][N:15]=[N:14]1)=[O:5] |f:1.2|. Procedure: Ethyl 2-(1-(3-(2-chlorobenzoyl)-5-ethylthiophen-2-yl)-1,2,3,4-tetrazol-5-ylmethylcarbamoyl)indole-1-acetate is hydrolyzed using a 2M aqueous sodium hydroxide solution to give 2-(1-(3-(2-chlorobenzoyl)-5-ethylthiophen-2-yl)-1,2,3,4-tetrazol-5-ylmethylcarbamoyl)indole-1-acetic acid. Reactants: [BH4-], Cc1cc(-c2ccc(C(F)(F)F)cn2)sc1C=O, [Na+], C1CCOC1, O. Product: Cc1cc(-c2ccc(C(F)(F)F)cn2)sc1CO. RXN SMILES: [BH4-:19].[CH3:1][c:2]1[c:3]([CH:17]=[O:18])[s:4][c:5](-[c:7]2[n:8][cH:9][c:10]([C:13]([F:14])([F:15])[F:16])[cH:11][cH:12]2)[cH:6]1.[Na+:20].[O:21]1[CH2:22][CH2:23][CH2:24][CH2:25]1.[OH2:26]>>[CH3:1][c:2]1[c:3]([CH2:17][OH:18])[s:4][c:5](-[c:7]2[n:8][cH:9][c:10]([C:13]([F:14])([F:15])[F:16])[cH:11][cH:12]2)[cH:6]1. Reactants: compound, ClC1=C(C=CC(=C1)Cl)C1=CC2=C(N(C3=CC=C(C=C23)C=2SC=C(N2)CO)C)N(C1=O)C (3-(2,4-dichlorophenyl)-6-(4-hydroxymethylthiazol-2-yl)-1,9-dimethyl-1,9-dihydropyrido[2,3-b]indol-2-one), IC (iodomethane). Product: ClC1=C(C=CC(=C1)Cl)C1=CC2=C(N(C3=CC=C(C=C23)C=2SC=C(N2)COC)C)N(C1=O)C (3-(2,4-Dichlorophenyl)-6-(4-methoxymethylthiazol-2-yl)-1,9-dimethyl-1,9-dihydropyrido[2,3-b]indol-2-one). Reaction SMILES: [Cl:1][C:2]1[CH:7]=[C:6]([Cl:8])[CH:5]=[CH:4][C:3]=1[C:9]1[C:29](=[O:30])[N:28]([CH3:31])[C:12]2[N:13]([CH3:27])[C:14]3[C:19]([C:11]=2[CH:10]=1)=[CH:18][C:17]([C:20]1[S:21][CH:22]=[C:23]([CH2:25][OH:26])[N:24]=1)=[CH:16][CH:15]=3.I[CH3:33]>>[Cl:1][C:2]1[CH:7]=[C:6]([Cl:8])[CH:5]=[CH:4][C:3]=1[C:9]1[C:29](=[O:30])[N:28]([CH3:31])[C:12]2[N:13]([CH3:27])[C:14]3[C:19]([C:11]=2[CH:10]=1)=[CH:18][C:17]([C:20]1[S:21][CH:22]=[C:23]([CH2:25][O:26][CH3:33])[N:24]=1)=[CH:16][CH:15]=3. Procedure: The process is carried out as indicated in Example 101 above, with the compound from Example 95 above, 3-(2,4-dichlorophenyl)-6-(4-hydroxymethylthiazol-2-yl)-1,9-dimethyl-1,9-dihydropyrido[2,3-b]indol-2-one and iodomethane. The reactants are CC(=O)[O-], CC(=O)[O-], OB(O)c1ccc(Cl)cc1, [Cu+2], CC(C)(C)OC(=O)Nc1cccc(-n2c(=O)[nH]c3c(N)ncnc32)c1, CN(C)C=O, c1ccncc1. Product: CC(C)(C)OC(=O)Nc1cccc(-n2c(=O)n(-c3ccc(Cl)cc3)c3c(N)ncnc32)c1. As a reaction SMILES: [C:47]([O-:48])(=[O:49])[CH3:50].[C:52]([O-:53])(=[O:54])[CH3:55].[Cl:26][c:27]1[cH:28][cH:29][c:30]([B:33]([OH:34])[OH:35])[cH:31][cH:32]1.[Cu+2:51].[NH2:1][c:2]1[c:3]2[nH:4][c:5](=[O:25])[n:6](-[c:11]3[cH:12][c:13]([NH:17][C:18]([O:19][C:20]([CH3:21])([CH3:22])[CH3:23])=[O:24])[cH:14][cH:15][cH:16]3)[c:7]2[n:8][cH:9][n:10]1.[O:42]=[CH:43][N:44]([CH3:45])[CH3:46].[cH:36]1[cH:37][cH:38][n:39][cH:40][cH:41]1>>[NH2:1][c:2]1[c:3]2[n:4](-[c:30]3[cH:29][cH:28][c:27]([Cl:26])[cH:32][cH:31]3)[c:5](=[O:25])[n:6](-[c:11]3[cH:12][c:13]([NH:17][C:18]([O:19][C:20]([CH3:21])([CH3:22])[CH3:23])=[O:24])[cH:14][cH:15][cH:16]3)[c:7]2[n:8][cH:9][n:10]1. Reactants: O1C(COC2=CC=CC3=NSN=C32)C1 (4-(2,3-epoxypropoxy)-2,1,3-benzothiadiazole), ( i ). Solvent: C(C)O (ethanol), Cl.C1C(CCC2=CC=CC=C12)NCC(COC1=CC=CC2=NSN=C21)O (N-(1,2,3,4-tetrahydronaphth-2-yl)-2-hydroxy-3-(2,1,3-benzothiadiazol-4-yloxy)propanamine hydrochloride). The product is NC1CC2=CC=CC=C2CC1 (2-aminotetralin). Isolated yield 201.6%. Reaction SMILES: O1CC1CO[C:5]1[C:13]2[C:9](=NS[N:12]=2)[CH:8]=[CH:7][CH:6]=1>C(O)C.Cl.C1C2C(=CC=CC=2)CCC1NCC(O)COC1C2C(=NSN=2)C=CC=1>[NH2:12][CH:13]1[CH2:5][CH2:6][C:7]2[C:8](=[CH:13][CH:5]=[CH:6][CH:7]=2)[CH2:9]1 |f:2.3|. Procedure: Following the procedure of Example 27, but starting from 4-(2,3-epoxypropoxy)-2,1,3-benzothiadiazole (20.8 g), prepared according to the teaching of DE-2,404,858, and 2-aminotetralin (14.82 g) in absolute ethanol (125 ml), N-(1,2,3,4-tetrahydronaphth-2-yl)-2-hydroxy-3-(2,1,3-benzothiadiazol-4-yloxy)propanamine hydrochloride is obtained ((i): R=H, Ar=radical 32, and the chain is attached to position 2 of the tetralin moiety). The reactants are C1(=CC=CC=C1)CCCN (3-phenylpropan-1-amine), CC(CC(=O)O)C (3-methylbutanoic acid), C1N(CC2=CC=CC=C12)C(=O)NC1=CC=C(C(=O)O)C=C1 (4-(isoindoline-2-carboxamido)benzoic acid). RXN SMILES: C1(CC[CH2:9][NH2:10])C=CC=CC=1.[CH3:11][CH:12]([CH3:17])[CH2:13][C:14](O)=[O:15].[CH2:18]1[C:26]2[C:21](=[CH:22][CH:23]=[CH:24][CH:25]=2)[CH2:20][N:19]1[C:27]([NH:29][C:30]1[CH:38]=[CH:37][C:33]([C:34](O)=O)=[CH:32][CH:31]=1)=[O:28]>>[CH3:11][CH:12]([CH3:17])[CH2:13][C:14]([NH:10][CH2:9][CH2:34][C:33]1[CH:37]=[CH:38][C:30]([NH:29][C:27]([N:19]2[CH2:20][C:21]3[C:26](=[CH:25][CH:24]=[CH:23][CH:22]=3)[CH2:18]2)=[O:28])=[CH:31][CH:32]=1)=[O:15]. Product: CC(CC(=O)NCCC1=CC=C(C=C1)NC(=O)N1CC2=CC=CC=C2C1)C (N-(4-{2-[(3-methylbutanoyl)amino]ethyl}phenyl)-1,3-dihydro-2H-isoindole-2-carboxamide). Procedure details: The title compound was prepared as described in Example 1C, substituting N-(4-(2-aminoethyl)phenyl)isoindoline-2-carboxamide for 3-phenylpropan-1-amine and 3-methylbutanoic acid for 4-(isoindoline-2-carboxamido)benzoic acid. 1H NMR (400 MHz, DMSO-d6, Temp=90° C.) δ 7.50-7.40 (m, 2H), 7.40-7.24 (m, 4H), 7.13-7.02 (m, 2H), 4.76 (s, 4H), 2.68 (t, J=7.3 Hz, 2H), 2.07-1.84 (m, 3H), 0.95-0.76 (m, 6H). MS (ESI (+)) m/e 366 (M+H)+. Starting materials: C(C)(=O)OCC (ethyl acetate), C1(=CC=C(C=C1)S(=O)(=O)O)C.N1=CC=CC=C1 (pyridine p-toluenesulphonate), O1CCCC=C1 (dihydropyran), ClCC(CC(=O)NCC(=O)OCC)O (Ethyl 2-(4-chloro-3-hydroxybutanamido)acetate). The solvent is C(Cl)Cl (CH2Cl2). Reaction conditions: time 7 hour. The product is ClCC(CC(=O)NCC(=O)OCC)OC1OCCCC1 (Ethyl 2-(4-chloro-3-(tetrahydropyran-2-yloxy)butanamido)-acetate). RXN SMILES: [Cl:1][CH2:2][CH:3]([OH:14])[CH2:4][C:5]([NH:7][CH2:8][C:9]([O:11][CH2:12][CH3:13])=[O:10])=[O:6].C1(C)C=CC(S(O)(=O)=O)=CC=1.N1C=CC=CC=1.[O:32]1[CH:37]=[CH:36][CH2:35][CH2:34][CH2:33]1.C(OCC)(=O)C>C(Cl)Cl>[Cl:1][CH2:2][CH:3]([O:14][CH:33]1[CH2:34][CH2:35][CH2:36][CH2:37][O:32]1)[CH2:4][C:5]([NH:7][CH2:8][C:9]([O:11][CH2:12][CH3:13])=[O:10])=[O:6] |f:1.2|. Reported procedure: 1 g Ethyl 2-(4-chloro-3-hydroxybutanamido)acetate is dissolved in 10 ml CH2Cl2. 100 mg pyridine p-toluenesulphonate and 0.5 ml dihydropyran are added. The mixture is stirred for 7 h. The solvent is evaporated and the residue chromatographed, eluting with ethyl acetate. A colourless oil is obtained, Rf 0.5 (silica gel plates, thickness 0.25 mm, eluent ethyl acetate). Solvent: ClCCl (dichoromethane), O (H2O). Reported procedure: To a solution of 1,2-dihydroxybenzene (28)(2.0 g, 18.2 mmol) in AcOH (1.3 g, 21.7 mmol) was added boron trifluoride diethyl ether (98% in Et2O, 2 mL). The mixture was reacted under microwave irradiation (300 W) for 1.5 min and then cooled to 25° C. The reaction mixture was dissolved in dichoromethane (10 mL) and H2O (about 20 mL). The organic lay was washed with 10% NaHCO3 and then with water, dried over MgSO4 and concentrated. The crude was purified by column chromatography (SiO2, CH2Cl2) to gi... Reactants: C=1(O)C(O)=CC=CC1 (catechol), CC(=O)O (AcOH), B(F)(F)F.CCOCC (boron trifluoride diethyl ether). Conditions: temperature 25 celsius. The yield is 10.4%. As a reaction SMILES: [C:1]1([C:3](=[CH:5][CH:6]=[CH:7][CH:8]=1)[OH:4])[OH:2].[CH3:9][C:10](O)=[O:11].B(F)(F)F.CCOCC>ClCCl.O>[CH3:9][C:10]([C:5]1[CH:6]=[CH:7][CH:8]=[C:1]([OH:2])[C:3]=1[OH:4])=[O:11] |f:2.3|. Yields the product CC(=O)C1=C(C(=CC=C1)O)O (2,3-Dihydroxyacetophenone). Reactants: C(C)(=O)SCCC(=O)Cl (3-(Acetylthio)propionyl chloride), O1C(=CC=C1)C1=NNC(C1)C(=O)O ((±)-3-(2-Furanyl)-4,5-dihydro-1H-pyrazole-5-carboxylic acid), mixture. Run in C([O-])([O-])=O.[Na+].[Na+] (sodium carbonate), O (water), C([O-])([O-])=O.[Na+].[Na+] (sodium carbonate). Reaction conditions: time 2 hour. The product is C(C)(=O)SCCC(=O)N1N=C(CC1C(=O)O)C=1OC=CC1 ((±)-1-[3-(Acetylthio)-1-oxopropyl]-3-(2-furanyl)-4,5-dihydro-1H-pyrazole-5-carboxylic acid). Yield: 58.2%. Reaction SMILES: [O:1]1[CH:5]=[CH:4][CH:3]=[C:2]1[C:6]1[CH2:10][CH:9]([C:11]([OH:13])=[O:12])[NH:8][N:7]=1.[C:14]([S:17][CH2:18][CH2:19][C:20](Cl)=[O:21])(=[O:16])[CH3:15]>O.C(=O)([O-])[O-].[Na+].[Na+]>[C:14]([S:17][CH2:18][CH2:19][C:20]([N:8]1[CH:9]([C:11]([OH:13])=[O:12])[CH2:10][C:6]([C:2]2[O:1][CH:5]=[CH:4][CH:3]=2)=[N:7]1)=[O:21])(=[O:16])[CH3:15] |f:3.4.5|. Procedure details: (±)-3-(2-Furanyl)-4,5-dihydro-1H-pyrazole-5-carboxylic acid (4.5 g) is dissolved in 200 cc of water containing 1.38 g of sodium carbonate (pH 9.4) at 10° C. 3-(Acetylthio)propionyl chloride (4.15 g) and 20% sodium carbonate solution are added simultaneously maintaining the pH between 8.5 and 9.4 and the temperature at 10° C. The final reaction mixture (pH 9.7) is stirred at room temperature for 2 hours and extracted with ethyl acetate (discarded) and the aqueous layer made strongly acid with 20%...